This data is from the Open Reaction Database (ORD), a public repository of structured organic reaction records. The task is: describe an organic reaction: reactants, conditions, products, and yield Reactants: C(C1=CC=CC=C1)(C1=CC=CC=C1)O (benzhydrol), C(C=C)(=O)N (acrylamide). The solvent is C(Cl)Cl (methylene chloride). The product is C1(=CC=CC=C1)CC1=CC=CC=C1 (Diphenylmethane). As a reaction SMILES: [CH:1](O)([C:8]1[CH:13]=[CH:12][CH:11]=[CH:10][CH:9]=1)[C:2]1[CH:7]=[CH:6][CH:5]=[CH:4][CH:3]=1.C(N)(=O)C=C>C(Cl)Cl>[C:2]1([CH2:1][C:8]2[CH:9]=[CH:10][CH:11]=[CH:12][CH:13]=2)[CH:7]=[CH:6][CH:5]=[CH:4][CH:3]=1. Reported procedure: To a solution of benzhydrol (184 mg, 1 mmol) in methylene chloride (1 mL) is added 0.2 g 85 weight percent HF/15 weight percent acrylamide polymer, 175,000 m. wt., and the solution stirred until complete by TLC. The liquid is decanted and the gel washed with 2×1 mL methylene chloride. The organic layers are combined and washed with 1 mL water, 1 mL NaHCO3, dried through MgSO4 and evaporated. Diphenylmethane is afforded. Starting materials: [BH4-], [Na+], C1CCOC1, O, COCOc1cc(C=O)ccc1OCc1nc(-c2ccco2)oc1C. Product: COCOc1cc(CO)ccc1OCc1nc(-c2ccco2)oc1C. Reaction SMILES: [BH4-:26].[Na+:27].[O:29]1[CH2:30][CH2:31][CH2:32][CH2:33]1.[OH2:28].[o:1]1[c:2](-[c:6]2[o:7][c:8]([CH3:25])[c:9]([CH2:11][O:12][c:13]3[c:14]([O:21][CH2:22][O:23][CH3:24])[cH:15][c:16]([CH:17]=[O:18])[cH:19][cH:20]3)[n:10]2)[cH:3][cH:4][cH:5]1>>[o:1]1[c:2](-[c:6]2[o:7][c:8]([CH3:25])[c:9]([CH2:11][O:12][c:13]3[c:14]([O:21][CH2:22][O:23][CH3:24])[cH:15][c:16]([CH2:17][OH:18])[cH:19][cH:20]3)[n:10]2)[cH:3][cH:4][cH:5]1. The reactants are Cl, NCc1ccncc1, CCc1cnn(C2CC(n3cnc4c(NCC(c5ccccc5)c5ccccc5)nc(N5CCC(N)C5)nc43)C(O)C2O)c1, CCc1nnn(C2CC(n3cnc4c(NCC(c5ccccc5)c5ccccc5)nc(N5CCC(NC(=O)NCc6ccccn6)C5)nc43)C(O)C2O)n1. The product is CCc1cnn(C2CC(n3cnc4c(NCC(c5ccccc5)c5ccccc5)nc(N5CCC(NC(=O)NCc6ccncc6)C5)nc43)C(O)C2O)c1. RXN SMILES: [ClH:45].[NH2:100][CH2:101][c:102]1[cH:103][cH:104][n:105][cH:106][cH:107]1.[NH2:1][CH:2]1[CH2:3][N:4]([c:7]2[n:8][c:9]([NH:30][CH2:31][CH:32]([c:33]3[cH:34][cH:35][cH:36][cH:37][cH:38]3)[c:39]3[cH:40][cH:41][cH:42][cH:43][cH:44]3)[c:10]3[n:11][cH:12][n:13]([CH:16]4[CH:17]([OH:29])[CH:18]([OH:28])[CH:19]([n:21]5[n:22][cH:23][c:24]([CH2:26][CH3:27])[cH:25]5)[CH2:20]4)[c:14]3[n:15]2)[CH2:5][CH2:6]1.[c:46]1([CH:47]([c:48]2[cH:49][cH:50][cH:51][cH:52][cH:53]2)[CH2:54][NH:55][c:56]2[n:57][c:58]([N:59]3[CH2:60][CH2:61][CH:62]([NH:63][C:70]([NH:64][CH2:65][c:66]4[cH:67][cH:68][cH:69][cH:72][n:73]4)=[O:71])[CH2:74]3)[n:75][c:76]3[c:77]2[n:78][cH:79][n:80]3[CH:81]2[CH2:82][CH:83]([n:84]3[n:85][n:86][c:87]([CH2:88][CH3:89])[n:90]3)[CH:91]([OH:92])[CH:93]2[OH:94])[cH:95][cH:96][cH:97][cH:98][cH:99]1>>[NH:1]([CH:2]1[CH2:3][N:4]([c:7]2[n:8][c:9]([NH:30][CH2:31][CH:32]([c:33]3[cH:34][cH:35][cH:36][cH:37][cH:38]3)[c:39]3[cH:40][cH:41][cH:42][cH:43][cH:44]3)[c:10]3[n:11][cH:12][n:13]([CH:16]4[CH:17]([OH:29])[CH:18]([OH:28])[CH:19]([n:21]5[n:22][cH:23][c:24]([CH2:26][CH3:27])[cH:25]5)[CH2:20]4)[c:14]3[n:15]2)[CH2:5][CH2:6]1)[C:70](=[O:71])[NH:100][CH2:101][c:102]1[cH:103][cH:104][n:105][cH:106][cH:107]1. Starting materials: O (water), NCCCN1CCN(CC1)CCCN (1,4-bis(3-aminopropyl)piperazine), N1=CC(=CC=C1)C=O (3-pyridinecarboxaldehyde), [BH4-].[Na+] (NaBH4). Solvent: C(C)O (ethanol), C(C)O (ethanol). Conditions: time 12 hour. Product: N1=CC(=CC=C1)CNCCCN1CCN(CC1)CCCNCC=1C=NC=CC1 (1,4-bis{3-[N-(pyrid-3-ylmethyl)amino]propyl}piperazine). As a reaction SMILES: [NH2:1][CH2:2][CH2:3][CH2:4][N:5]1[CH2:10][CH2:9][N:8]([CH2:11][CH2:12][CH2:13][NH2:14])[CH2:7][CH2:6]1.[N:15]1[CH:20]=[CH:19][CH:18]=[C:17]([CH:21]=O)[CH:16]=1.[BH4-].[Na+].O>C(O)C>[N:15]1[CH:20]=[CH:19][CH:18]=[C:17]([CH2:21][NH:14][CH2:13][CH2:12][CH2:11][N:8]2[CH2:7][CH2:6][N:5]([CH2:4][CH2:3][CH2:2][NH:1][CH2:21][C:17]3[CH:16]=[N:15][CH:20]=[CH:19][CH:18]=3)[CH2:10][CH2:9]2)[CH:16]=1 |f:2.3|. Procedure details: To a solution of 1,4-bis(3-aminopropyl)piperazine (0.51 mL, 2.5 mmol) and 3-pyridinecarboxaldehyde (561 mg, 5.24 mmol) in absolute ethanol (20 mL), 3 Å molecular sieves are added. After stirring the mixture at room temperature for 12 h, NaBH4 (1.9 g, 249.92 mmol) was added portionwise and the mixture was stirred for 12 h at room temperature. The reaction was quentched by dropwise addition of water (20 mL) and ethanol was removed under reduced pressure. The aqueous residue was extracted with CH2C... Starting materials: N (ammonia), [N+](=O)([O-])C=1C=CC2=C(C(=NCC(N2)=S)C2=CC=CC=C2)C1 (7-nitro-5-phenyl-3H-1,4-benzodiazepine-2(1H)-thione). Solvent: O1CCCC1 (tetrahydrofuran). Run at time 20 hour. Product: NC1=NC2=C(C(=NC1)C1=CC=CC=C1)C=C(C=C2)[N+](=O)[O-] (2-amino-7-nitro-5-phenyl-3H-1,4-benzodiazepine). Reaction SMILES: [NH3:1].[N+:2]([C:5]1[CH:6]=[CH:7][C:8]2[NH:14][C:13](=S)[CH2:12][N:11]=[C:10]([C:16]3[CH:21]=[CH:20][CH:19]=[CH:18][CH:17]=3)[C:9]=2[CH:22]=1)([O-:4])=[O:3]>O1CCCC1>[NH2:1][C:13]1[CH2:12][N:11]=[C:10]([C:16]2[CH:21]=[CH:20][CH:19]=[CH:18][CH:17]=2)[C:9]2[CH:22]=[C:5]([N+:2]([O-:4])=[O:3])[CH:6]=[CH:7][C:8]=2[N:14]=1. Procedure: 300 ml of 25% aqueous ammonia solution were added to a solution of 16 g of 7-nitro-5-phenyl-3H-1,4-benzodiazepine-2(1H)-thione (J. B. Hester, A. D. Rudzik & B. V. Kamdar, J.Med.Chem., 1971, 14, 1078-1081) in 850 ml of tetrahydrofuran. The solution was stirred at room temperature for 20 h. and then concentrated to about 50 ml in a vacuum. The crystalline precipitate was filtered off and recrystallized from dioxan. There were obtained 8.0 g of 2-amino-7-nitro-5-phenyl-3H-1,4-benzodiazepine which w... Reactants: c1ccc(Oc2cccc(C3OCCO3)c2)cc1, O, O=S(=O)(O)O, Cc1ccccc1C. The product is O=Cc1cccc(Oc2ccccc2)c1. Reaction SMILES: [O:1]([c:2]1[cH:3][cH:4][cH:5][cH:6][cH:7]1)[c:8]1[cH:9][c:10]([CH:14]2[O:15][CH2:18][CH2:17][O:16]2)[cH:11][cH:12][cH:13]1.[OH2:24].[S:19](=[O:20])(=[O:21])([OH:22])[OH:23].[c:25]1([CH3:26])[c:27]([CH3:28])[cH:29][cH:30][cH:31][cH:32]1>>[O:1]([c:2]1[cH:3][cH:4][cH:5][cH:6][cH:7]1)[c:8]1[cH:9][c:10]([CH:14]=[O:15])[cH:11][cH:12][cH:13]1. Reactants: [BH4-], CCOC(C)=O, CC(C)(C)C=C(C#N)C#N, CCO, [Cl-], Cl, [Na+], [Na+]. The product is CC(C)(C)CC(C#N)C#N. RXN SMILES: [BH4-:13].[CH3:16][CH2:17][O:18][C:19](=[O:20])[CH3:21].[CH3:1][C:2]([CH:3]=[C:4]([C:5]#[N:6])[C:7]#[N:8])([CH3:9])[CH3:10].[CH3:22][CH2:23][OH:24].[Cl-:11].[ClH:15].[Na+:12].[Na+:14]>>[CH3:1][C:2]([CH2:3][CH:4]([C:5]#[N:6])[C:7]#[N:8])([CH3:9])[CH3:10].